Dataset: the Open Reaction Database (ORD), a public repository of structured organic reaction records. Task: describe an organic reaction: reactants, conditions, products, and yield The reactants are COC(=O)CC(=O)C(C)(OC)OC, ClCCl. Yields the product COC(=O)C(Cl)C(=O)C(C)(OC)OC. As a reaction SMILES: [CH3:1][O:2][C:3]([C:4]([CH2:5][C:6](=[O:7])[O:8][CH3:9])=[O:10])([CH3:11])[O:12][CH3:13].[Cl:14][CH2:15][Cl:16]>>[CH3:1][O:2][C:3]([C:4]([CH:5]([C:6](=[O:7])[O:8][CH3:9])[Cl:14])=[O:10])([CH3:11])[O:12][CH3:13]. The reactants are [BH3-]C#N, CC(=O)O, CC#N, CC(OCC1(c2ccc(F)cc2)CCNCC1)c1cc(N(C)C)cc2cn[nH]c12, [Na+]. Product: CC(OCC1(c2ccc(F)cc2)CCN(C)CC1)c1cc(N(C)C)cc2cn[nH]c12. Reaction SMILES: [C:30]([BH3-:31])#[N:32].[CH3:34][C:35](=[O:36])[OH:37].[CH3:38][C:39]#[N:40].[F:1][c:2]1[cH:3][cH:4][c:5]([C:8]2([CH2:14][O:15][CH:16]([CH3:17])[c:18]3[cH:19][c:20]([N:27]([CH3:28])[CH3:29])[cH:21][c:22]4[cH:23][n:24][nH:25][c:26]34)[CH2:9][CH2:10][NH:11][CH2:12][CH2:13]2)[cH:6][cH:7]1.[Na+:33]>>[F:1][c:2]1[cH:3][cH:4][c:5]([C:8]2([CH2:14][O:15][CH:16]([CH3:17])[c:18]3[cH:19][c:20]([N:27]([CH3:28])[CH3:29])[cH:21][c:22]4[cH:23][n:24][nH:25][c:26]34)[CH2:9][CH2:10][N:11]([CH3:30])[CH2:12][CH2:13]2)[cH:6][cH:7]1.